From a dataset of the Open Reaction Database (ORD), a public repository of structured organic reaction records. describe an organic reaction: reactants, conditions, products, and yield Reaction SMILES: [O:1]=[C:2]1[C:10]2[C:5](=[CH:6][CH:7]=[CH:8][CH:9]=2)[C:4](=[O:11])[N:3]1[C@@H:12]([CH2:23][C:24]1[CH:29]=[CH:28][CH:27]=[CH:26][CH:25]=1)[C:13]([N:15]1[CH:20]=[CH:19][CH2:18][CH2:17][CH:16]1[C:21]#[N:22])=[O:14].S(=O)(=O)(O)O.FC(F)(F)C(OC(=O)C(F)(F)F)=O>>[C:21]([C@H:16]1[N:15]2[C:13](=[O:14])[CH:12]([N:3]3[C:4](=[O:11])[C:5]4[C:10](=[CH:9][CH:8]=[CH:7][CH:6]=4)[C:2]3=[O:1])[CH2:23][C:24]3[CH:25]=[CH:26][CH:27]=[CH:28][C:29]=3[CH:20]2[CH2:19][CH2:18][CH2:17]1)#[N:22]. Reactants: O=C1N(C(C2=CC=CC=C12)=O)[C@H](C(=O)N1C(CCC=C1)C#N)CC1=CC=CC=C1 (N-[2(S)-(1,3-dihydro-1,3-dioxo-2H-isoindol-2-yl)-1-oxo-3-phenylpropyl]-2-cyano-1,2,3,4-tetrahydro-pyridine), S(O)(O)(=O)=O (sulfuric acid), FC(C(=O)OC(C(F)(F)F)=O)(F)F (trifluoroacetic anhydride). Reported procedure: Combine N-[2(S)-(1,3-dihydro-1,3-dioxo-2H-isoindol-2-yl)-1-oxo-3-phenylpropyl]-2-cyano-1,2,3,4-tetrahydro-pyridine (100 mg, 0.26 mmol), sulfuric acid (3 mL, 99.999%), and trifluoroacetic anhydride (0.03 mL). After 24 hours, the title compound is obtained as a solution. Run at time 24 hour. Product: C(#N)[C@@H]1CCCC2N1C(C(CC1=C2C=CC=C1)N1C(C2=CC=CC=C2C1=O)=O)=O (4-cyano-(S)-7-[(1,3-dihydro-1,3-dioxo-2H-isoindol-2-yl)]-1,2,3,4,6,7,8,12b-octahydro-6-oxopyrido [2,1-a][2]benzazepine). Starting materials: O=C1CCC(=O)N1Br, O=C(OOC(=O)c1ccccc1)c1ccccc1, ClC(Cl)(Cl)Cl, COC(=O)c1ccc(S(C)(=O)=O)c(C)c1C. As a reaction SMILES: [Br:17][N:18]1[C:19](=[O:20])[CH2:21][CH2:22][C:23]1=[O:24].[C:25]([O:26][O:27][C:28](=[O:29])[c:30]1[cH:31][cH:32][cH:33][cH:34][cH:35]1)(=[O:36])[c:37]1[cH:38][cH:39][cH:40][cH:41][cH:42]1.[C:43]([Cl:44])([Cl:45])([Cl:46])[Cl:47].[CH3:1][c:2]1[c:3]([C:4](=[O:5])[O:6][CH3:7])[cH:8][cH:9][c:10]([S:13](=[O:14])(=[O:15])[CH3:16])[c:11]1[CH3:12]>>[CH3:1][c:2]1[c:3]([C:4](=[O:5])[O:6][CH3:7])[cH:8][cH:9][c:10]([S:13](=[O:14])(=[O:15])[CH3:16])[c:11]1[CH2:12][Br:17]. Product: COC(=O)c1ccc(S(C)(=O)=O)c(CBr)c1C. The reactants are NC1=C(C(=O)NCC2CCN(CC2)C(C2=CC=CC=C2)C2=CC=CC=C2)C=CC=C1 (2-amino-N-[(1-diphenylmethylpiperidin-4-yl)methyl]benzamide), C(CCCCCCC)N (n-octylamine), CCO (EtOH). Product: C(CCCCCCC)NC(NC1=C(C(=O)NCC2CCN(CC2)C(C2=CC=CC=C2)C2=CC=CC=C2)C=CC=C1)=O (2-(N'-n-Octylureido)-N-[(1-diphenylmethylpiperidin-4-yl)methyl]benzamide). Isolated yield 72.1%. As a reaction SMILES: [NH2:1][C:2]1[CH:30]=[CH:29][CH:28]=[CH:27][C:3]=1[C:4]([NH:6][CH2:7][CH:8]1[CH2:13][CH2:12][N:11]([CH:14]([C:21]2[CH:26]=[CH:25][CH:24]=[CH:23][CH:22]=2)[C:15]2[CH:20]=[CH:19][CH:18]=[CH:17][CH:16]=2)[CH2:10][CH2:9]1)=[O:5].[CH2:31]([NH2:39])[CH2:32][CH2:33][CH2:34][CH2:35][CH2:36][CH2:37][CH3:38].C[CH2:41][OH:42]>>[CH2:31]([NH:39][C:41](=[O:42])[NH:1][C:2]1[CH:30]=[CH:29][CH:28]=[CH:27][C:3]=1[C:4]([NH:6][CH2:7][CH:8]1[CH2:9][CH2:10][N:11]([CH:14]([C:21]2[CH:26]=[CH:25][CH:24]=[CH:23][CH:22]=2)[C:15]2[CH:16]=[CH:17][CH:18]=[CH:19][CH:20]=2)[CH2:12][CH2:13]1)=[O:5])[CH2:32][CH2:33][CH2:34][CH2:35][CH2:36][CH2:37][CH3:38]. Reported procedure: {2-amino-N-[(1-diphenylmethylpiperidin-4-yl)methyl]benzamide and n-octylamine}: yield 72.1%; mp 155°-157° C. (EtOH); 1H NMR (DMSO-d6)ppm: 0.86 (3H, t), 1.25-1.83 (19H, m), 2.79 (2H, d), 3.01 (2H, dd), 3.15 (2H, t), 4.26 (1H, s), 6.91 (1H, t), 7.13-7.41 (12H, m), 7.57 (1H, d), 8.21 (1H, d), 8.58 (1H, t), 9.95 (1H, s). Starting materials: C1(CC1)B(O)O (cyclopropylboronic acid), C(C)OC(=O)C=1C=NN(C1C)C1=NC=C(C=C1F)Cl (1-(5-chloro-3-fluoropyridin-2-yl)-5-methyl-1H-pyrazole-4-carboxylic acid ethyl ester), ice water, [Cl-].[NH4+] (ammonium chloride), P(=O)([O-])([O-])[O-].[K+].[K+].[K+] (tripotassium phosphate). Reagents/catalysts: C(C)(C)(C)P([C-]1C=CC=C1)C(C)(C)C.[C-]1(C=CC=C1)P(C(C)(C)C)C(C)(C)C.[Fe+2] (1,1′-bis(di-tert-butylphosphino)ferrocene), C(C)(=O)[O-].[Pd+2].C(C)(=O)[O-] (palladium acetate). Run in O1CCOCC1 (1,4-dioxane), Example 124 ( 1 ). The product is C(C)OC(=O)C=1C=NN(C1C)C1=NC=C(C=C1F)C1CC1 (1-(5-cyclopropyl-3-fluoropyridin-2-yl)-5-methyl-1H-pyrazole-4-carboxylic acid ethyl ester). Yield: 92.2%. As a reaction SMILES: [CH2:1]([O:3][C:4]([C:6]1[CH:7]=[N:8][N:9]([C:12]2[C:17]([F:18])=[CH:16][C:15](Cl)=[CH:14][N:13]=2)[C:10]=1[CH3:11])=[O:5])[CH3:2].[CH:20]1(B(O)O)[CH2:22][CH2:21]1.P([O-])([O-])([O-])=O.[K+].[K+].[K+].[Cl-].[NH4+]>O1CCOCC1.C(P(C(C)(C)C)[C-]1C=CC=C1)(C)(C)C.[C-]1(P(C(C)(C)C)C(C)(C)C)C=CC=C1.[Fe+2].C([O-])(=O)C.[Pd+2].C([O-])(=O)C>[CH2:1]([O:3][C:4]([C:6]1[CH:7]=[N:8][N:9]([C:12]2[C:17]([F:18])=[CH:16][C:15]([CH:20]3[CH2:22][CH2:21]3)=[CH:14][N:13]=2)[C:10]=1[CH3:11])=[O:5])[CH3:2] |f:2.3.4.5,6.7,9.10.11,12.13.14|. Procedure details: A suspension of 1-(5-chloro-3-fluoropyridin-2-yl)-5-methyl-1H-pyrazole-4-carboxylic acid ethyl ester (2 g) in Reference Example 124 (1), cyclopropylboronic acid (911 mg), 1,1′-bis(di-tert-butylphosphino)ferrocene (167 mg), palladium acetate (79 mg) and tripotassium phosphate (4.49 g) in 1,4-dioxane (16 ml) was stirred under reflux. After completion of the reaction, the mixture was allowed to cool, ice water and a saturated aqueous solution of ammonium chloride were added thereto, and the mixture...